Dataset: the Open Reaction Database (ORD), a public repository of structured organic reaction records. Task: describe an organic reaction: reactants, conditions, products, and yield The product is COC(=O)Cc1ccc(Oc2ccccc2[N+](=O)[O-])cc1. As a reaction SMILES: [C:23](=[O:24])([O-:25])[O-:26].[CH3:29][CH2:30][O:31][C:32](=[O:33])[CH3:34].[F:1][c:2]1[c:3]([N+:8](=[O:9])[O-:10])[cH:4][cH:5][cH:6][cH:7]1.[K+:27].[K+:28].[OH:11][c:12]1[cH:13][cH:14][c:15]([CH2:18][C:19](=[O:20])[O:21][CH3:22])[cH:16][cH:17]1>>[c:2]1([O:11][c:12]2[cH:13][cH:14][c:15]([CH2:18][C:19](=[O:20])[O:21][CH3:22])[cH:16][cH:17]2)[c:3]([N+:8](=[O:9])[O-:10])[cH:4][cH:5][cH:6][cH:7]1. Starting materials: O=C([O-])[O-], CCOC(C)=O, O=[N+]([O-])c1ccccc1F, [K+], [K+], COC(=O)Cc1ccc(O)cc1. The reactants are O=C([O-])[O-], CCOC(C)=O, CN1C(=O)C(C)(C)C(=O)N(C)c2cc(OCCCI)ccc21, [K+], [K+], O=[N+]([O-])c1ccccc1S(=O)(=O)NCCc1cccnc1, CN(C)C=O, O. Yields the product CN1C(=O)C(C)(C)C(=O)N(C)c2cc(OCCCN(CCc3cccnc3)S(=O)(=O)c3ccccc3[N+](=O)[O-])ccc21. As a reaction SMILES: [C:22](=[O:23])([O-:24])[O-:25].[CH3:55][CH2:56][O:57][C:58](=[O:59])[CH3:60].[I:33][CH2:34][CH2:35][CH2:36][O:37][c:38]1[cH:39][c:40]2[c:41]([cH:53][cH:54]1)[N:42]([CH3:52])[C:43](=[O:51])[C:44]([CH3:49])([CH3:50])[C:45](=[O:48])[N:46]2[CH3:47].[K+:26].[K+:27].[N+:1](=[O:2])([O-:3])[c:4]1[c:5]([S:10](=[O:11])(=[O:12])[NH:13][CH2:14][CH2:15][c:16]2[cH:17][n:18][cH:19][cH:20][cH:21]2)[cH:6][cH:7][cH:8][cH:9]1.[O:28]=[CH:29][N:30]([CH3:31])[CH3:32].[OH2:61]>>[N+:1](=[O:2])([O-:3])[c:4]1[c:5]([S:10](=[O:11])(=[O:12])[N:13]([CH2:14][CH2:15][c:16]2[cH:17][n:18][cH:19][cH:20][cH:21]2)[CH2:34][CH2:35][CH2:36][O:37][c:38]2[cH:39][c:40]3[c:41]([cH:53][cH:54]2)[N:42]([CH3:52])[C:43](=[O:51])[C:44]([CH3:49])([CH3:50])[C:45](=[O:48])[N:46]3[CH3:47])[cH:6][cH:7][cH:8][cH:9]1. Reactants: FC(C(O)C1=C(C=CC=C1)C1=CC(=CC=C1)C)(F)F (2,2,2-Trifluoro-1-(3′-methylbiphenyl-2-yl)ethanol), [H-].[Na+] (NaH), NC1=NC(=CC(=N1)Cl)Cl (2-Amino-4,6-dichloropyrimidine). Solvent: C1CCOC1 (THF). Reaction conditions: temperature 50 celsius, time 6 hour. The product is ClC1=NC(=NC(=C1)OC(C(F)(F)F)C1=C(C=CC=C1)C1=CC(=CC=C1)C)N (4-chloro-6-(2,2,2-trifluoro-1-(3′-methylbiphenyl-2-yl)ethoxy)pyrimidin-2-amine). The yield is 72.2%. Reaction SMILES: [F:1][C:2]([F:19])([F:18])[CH:3]([C:5]1[CH:10]=[CH:9][CH:8]=[CH:7][C:6]=1[C:11]1[CH:16]=[CH:15][CH:14]=[C:13]([CH3:17])[CH:12]=1)[OH:4].[H-].[Na+].[NH2:22][C:23]1[N:28]=[C:27](Cl)[CH:26]=[C:25]([Cl:30])[N:24]=1>C1COCC1>[Cl:30][C:25]1[CH:26]=[C:27]([O:4][CH:3]([C:5]2[CH:10]=[CH:9][CH:8]=[CH:7][C:6]=2[C:11]2[CH:16]=[CH:15][CH:14]=[C:13]([CH3:17])[CH:12]=2)[C:2]([F:18])([F:19])[F:1])[N:28]=[C:23]([NH2:22])[N:24]=1 |f:1.2|. Reported procedure: 2,2,2-Trifluoro-1-(3′-methylbiphenyl-2-yl)ethanol (0.15 g, 0.563 mmol) was treated with NaH (60% in mineral oil, 45 mg, 1.12 mmol) in dry THF (5 ml) for 30 minutes. 2-Amino-4,6-dichloropyrimidine (92 mg, 0.5633 mmol) was added and the mixture was stirred at 50° C. for 6 hours. The mixture was quenched with water and extracted with methylenechloride (2×). The organics were combined, washed with water, then brine, dried over MgSO4, and concentrated to give 0.16 g of 4-chloro-6-(2,2,2-trifluoro-1-(... Starting materials: compound ( IX ), N1C(=CC2=CC=CC=C12)[C@@H]1[C@@H](OCC2=CC=CC=C2)[C@@H](OCC2=CC=CC=C2)[C@H](OCC2=CC=CC=C2)[C@H](O1)COCC1=CC=CC=C1 ((1R)-1,5-anhydro-1-C-(2-indolyl)-2,3,4,6-tetra-O-benzyl-D-mannitol), N1C(=CC2=CC=CC=C12)[C@@H]1[C@@H](OCC2=CC=CC=C2)[C@@H](OCC2=CC=CC=C2)[C@H](OCC2=CC=CC=C2)[C@H](O1)COCC1=CC=CC=C1 ((1R)-1,5-anhydro-1-C-(2-indolyl)-2,3,4,6-tetra-O-benzyl-D-mannitol), C(C)OC(C(CBr)=NO)=O (3-bromo-2-hydroxyiminopropionic acid ethyl ester), compound ( VIII ), C([O-])([O-])=O.[Na+].[Na+] (sodium carbonate), C(O)([O-])=O.[Na+] (sodium hydrogen carbonate). The solvent is ClCCl (dichloromethane). Run at time 1.5 hour. Yields the product C(C)OC(C(CC1=C(NC2=CC=CC=C12)[C@@H]1[C@@H](OCC2=CC=CC=C2)[C@@H](OCC2=CC=CC=C2)[C@H](OCC2=CC=CC=C2)[C@H](O1)COCC1=CC=CC=C1)=NO)=O (2-hydroxyimino-3-[2-(2,3,4,6-tetra-O-benzyl-α-D-mannopyranosyl)indole-3-yl]propionic acid ethyl ester). Yield: 37.3%. As a reaction SMILES: [NH:1]1[C:9]2[C:4](=[CH:5][CH:6]=[CH:7][CH:8]=2)[CH:3]=[C:2]1[C@H:10]1[O:39][C@H:38]([CH2:40][O:41][CH2:42][C:43]2[CH:48]=[CH:47][CH:46]=[CH:45][CH:44]=2)[C@@H:29]([O:30][CH2:31][C:32]2[CH:37]=[CH:36][CH:35]=[CH:34][CH:33]=2)[C@H:20]([O:21][CH2:22][C:23]2[CH:28]=[CH:27][CH:26]=[CH:25][CH:24]=2)[C@@H:11]1[O:12][CH2:13][C:14]1[CH:19]=[CH:18][CH:17]=[CH:16][CH:15]=1.[CH2:49]([O:51][C:52](=[O:58])[C:53](=[N:56][OH:57])[CH2:54]Br)[CH3:50].C(=O)([O-])[O-].[Na+].[Na+].C(=O)([O-])O.[Na+]>ClCCl>[CH2:49]([O:51][C:52](=[O:58])[C:53](=[N:56][OH:57])[CH2:54][C:3]1[C:4]2[C:9](=[CH:8][CH:7]=[CH:6][CH:5]=2)[NH:1][C:2]=1[C@H:10]1[O:39][C@H:38]([CH2:40][O:41][CH2:42][C:43]2[CH:48]=[CH:47][CH:46]=[CH:45][CH:44]=2)[C@@H:29]([O:30][CH2:31][C:32]2[CH:33]=[CH:34][CH:35]=[CH:36][CH:37]=2)[C@H:20]([O:21][CH2:22][C:23]2[CH:28]=[CH:27][CH:26]=[CH:25][CH:24]=2)[C@@H:11]1[O:12][CH2:13][C:14]1[CH:19]=[CH:18][CH:17]=[CH:16][CH:15]=1)[CH3:50] |f:2.3.4,5.6|. Procedure: First, 2.08 g (3.24 mmol) of (1R)-1,5-anhydro-1-C-(2-indolyl)-2,3,4,6-tetra-O-benzyl-D-mannitol [compound (VII) wherein R1 to R4 are benzyl] was dissolved in dichloromethane (160 ml). Then, 1.36 g (6.49 mmol) of 3-bromo-2-hydroxyiminopropionic acid ethyl ester [compound (VIII) wherein R6 is ethyl] and 1.03 g (9.74 mmol) of sodium carbonate powder were added to the mixture and stirred at room temperature for about 1.5 hours. Then, a saturated aqueous solution of sodium hydrogen carbonate was adde... Starting materials: OC1=C(C=CC(=C1)CNC=C1C(NC(C2=CC=C(C=C12)I)=O)=O)C1=CC=CC=C1 (4-{[(2-Hydroxy-biphenyl-4-ylmethyl)-amino]-methylene}-6-iodo-4H-isoquinoline-1,3-dione), IC=1C=C2C(C(NC(C2=CC1)=O)=O)=COC (6-iodo-4-methoxymethylene-4H-isoquinoline-1,3-dione), NCC=1C=CC(=C(C1)O)C1=COC=C1 (5-Aminomethyl-2-furan-3-yl-phenol). The product is O1C(=CC=C1)C1=C(C=C(CNC=C2C(NC(C3=CC=C(C=C23)I)=O)=O)C=C1)O (4-[(4-Furan-2-yl-3-hydroxy-benzylamino)-methylene]-6-iodo-4H-isoquinoline-1,3-dione). The yield is 53.0%. Reaction SMILES: [OH:1][C:2]1[CH:7]=[C:6]([CH2:8][NH:9][CH:10]=[C:11]2[C:20]3[C:15](=[CH:16][CH:17]=[C:18]([I:21])[CH:19]=3)[C:14](=[O:22])[NH:13][C:12]2=[O:23])[CH:5]=[CH:4][C:3]=1[C:24]1[CH:29]=[CH:28][CH:27]=CC=1.IC1C=C2C(=CC=1)C(=[O:41])NC(=O)C2=COC.NCC1C=CC(C2C=COC=2)=C(O)C=1>>[O:41]1[CH:27]=[CH:28][CH:29]=[C:24]1[C:3]1[CH:4]=[CH:5][C:6]([CH2:8][NH:9][CH:10]=[C:11]2[C:20]3[C:15](=[CH:16][CH:17]=[C:18]([I:21])[CH:19]=3)[C:14](=[O:22])[NH:13][C:12]2=[O:23])=[CH:7][C:2]=1[OH:1]. Procedure details: Following the same procedure for the preparation of 4-{[(2-Hydroxy-biphenyl-4-ylmethyl)-amino]-methylene}-6-iodo-4H-isoquinoline-1,3-dione, the title compound is prepared from 6-iodo-4-methoxymethylene-4H-isoquinoline-1,3-dione (80 mg, 0.24 mmol) and 5-Aminomethyl-2-furan-3-yl-phenol (50 mg, 0.26 mmol) in 53% yield: MS (ESI): 485.1 (M−1)−1.